Dataset: the Open Reaction Database (ORD), a public repository of structured organic reaction records. Task: describe an organic reaction: reactants, conditions, products, and yield Reactants: COC1=CC=C(C=C1)[C@H]1C[C@@H](N(C[C@@H]1OCC=1C=CC2=C(N(CCO2)CCCOC)C1)S(=O)(=O)C1=CC=C(C=C1)C)CCC(=O)O (3-[(2S,4R,5R)-4-(4-methoxy-phenyl)-5-[4-(3-methoxy-propyl)-3,4-dihydro-2H-benzo[1,4]oxazin-6-ylmethoxy]-1-(toluene-4-sulfonyl)-piperidin-2-yl]-propionic acid), Cl.CNOC (N,O-dimethylhydroxylamine hydrochloride). Yields the product CON(C(CC[C@@H]1N(C[C@@H]([C@H](C1)C1=CC=C(C=C1)OC)OCC=1C=CC2=C(N(CCO2)CCCOC)C1)S(=O)(=O)C1=CC=C(C=C1)C)=O)C (N-Methoxy-3-[(2S,4R,5R)-4-(4-methoxy-phenyl)-5-[4-(3-methoxy-propyl)-3,4-dihydro-2H-benzo[1,4]oxazin-6-ylmethoxy]-1-(toluene-4-sulfonyl)-piperidin-2-yl]-N-methyl-propionamide). Reaction SMILES: [CH3:1][O:2][C:3]1[CH:8]=[CH:7][C:6]([C@@H:9]2[C@@H:14]([O:15][CH2:16][C:17]3[CH:18]=[CH:19][C:20]4[O:25][CH2:24][CH2:23][N:22]([CH2:26][CH2:27][CH2:28][O:29][CH3:30])[C:21]=4[CH:31]=3)[CH2:13][N:12]([S:32]([C:35]3[CH:40]=[CH:39][C:38]([CH3:41])=[CH:37][CH:36]=3)(=[O:34])=[O:33])[C@@H:11]([CH2:42][CH2:43][C:44]([OH:46])=O)[CH2:10]2)=[CH:5][CH:4]=1.Cl.[CH3:48][NH:49][O:50][CH3:51]>>[CH3:51][O:50][N:49]([CH3:48])[C:44](=[O:46])[CH2:43][CH2:42][C@H:11]1[CH2:10][C@H:9]([C:6]2[CH:7]=[CH:8][C:3]([O:2][CH3:1])=[CH:4][CH:5]=2)[C@@H:14]([O:15][CH2:16][C:17]2[CH:18]=[CH:19][C:20]3[O:25][CH2:24][CH2:23][N:22]([CH2:26][CH2:27][CH2:28][O:29][CH3:30])[C:21]=3[CH:31]=2)[CH2:13][N:12]1[S:32]([C:35]1[CH:36]=[CH:37][C:38]([CH3:41])=[CH:39][CH:40]=1)(=[O:34])=[O:33] |f:1.2|. Procedure: According to general procedure D, 1.65 g of 3-[(2S,4R,5R)-4-(4-methoxy-phenyl)-5-[4-(3-methoxy-propyl)-3,4-dihydro-2H-benzo[1,4]oxazin-6-ylmethoxy]-1-(toluene-4-sulfonyl)-piperidin-2-yl]-propionic acid and 271 mg of N,O-dimethylhydroxylamine hydrochloride are used to afford the title compound as a beige oil. Rf=0.18 (EtOAc-heptane 2:1); Rt=5.09. Reaction conditions: time 8 hour. Procedure: To a solution of 4-(3,4-difluorobenzyloxy)phenyl acetate (6.77 g, 24.4 mmol) in methanol (100 ml) was added potassium carbonate (3.36 g, 24.3 mmol), followed by reflux for 3 hours. After allowing to stand overnight, the reaction solution was poured into water, made acidic with hydrochloric acid and extracted with chloroform. The solvent was evaporated under reduced pressure to give the title compound (5.68 g), which was used for the following reaction without purification. Solvent: CO (methanol). Isolated yield 98.5%. Yields the product FC=1C=C(COC2=CC=C(C=C2)O)C=CC1F (4-(3,4-Difluorobenzyloxy)phenol). RXN SMILES: C([O:4][C:5]1[CH:10]=[CH:9][C:8]([O:11][CH2:12][C:13]2[CH:18]=[CH:17][C:16]([F:19])=[C:15]([F:20])[CH:14]=2)=[CH:7][CH:6]=1)(=O)C.C(=O)([O-])[O-].[K+].[K+].O.Cl>CO>[F:20][C:15]1[CH:14]=[C:13]([CH:18]=[CH:17][C:16]=1[F:19])[CH2:12][O:11][C:8]1[CH:7]=[CH:6][C:5]([OH:4])=[CH:10][CH:9]=1 |f:1.2.3|. Reactants: C(C)(=O)OC1=CC=C(C=C1)OCC1=CC(=C(C=C1)F)F (4-(3,4-difluorobenzyloxy)phenyl acetate), C([O-])([O-])=O.[K+].[K+] (potassium carbonate), Cl (hydrochloric acid), O (water). The reactants are C1CCC2=NCCCN2CC1 (DBU), [Si](CC)(CC)(CC)Cl (TESCl), FC(C(C(F)(F)F)(O)C=1C=C2CC(NC2=CC1)C)(F)F (1,1,1,3,3,3-hexafluoro-2-(2-methyl-2,3-dihydro-1H-indol-5-yl)-propan-2-ol), C1CCC2=NCCCN2CC1 (DBU), [Si](CC)(CC)(CC)Cl (TESCl). Run in CN(C)C=O (DMF). Reaction conditions: time 10 hour. Product: CC1NC2=CC=C(C=C2C1)C(C(F)(F)F)(C(F)(F)F)O[Si](CC)(CC)CC (2-methyl-5-(2,2,2-trifluoro-1-triethylsilanyloxy-1-trifluoromethyl-ethyl)-2,3-dihydro-1H-indole). Isolated yield 99.4%. RXN SMILES: [F:1][C:2]([F:20])([F:19])[C:3]([C:9]1[CH:10]=[C:11]2[C:15](=[CH:16][CH:17]=1)[NH:14][CH:13]([CH3:18])[CH2:12]2)([OH:8])[C:4]([F:7])([F:6])[F:5].C1CCN2C(=NCCC2)CC1.[Si:32](Cl)([CH2:37][CH3:38])([CH2:35][CH3:36])[CH2:33][CH3:34]>CN(C=O)C>[CH3:18][CH:13]1[CH2:12][C:11]2[C:15](=[CH:16][CH:17]=[C:9]([C:3]([O:8][Si:32]([CH2:37][CH3:38])([CH2:35][CH3:36])[CH2:33][CH3:34])([C:2]([F:1])([F:19])[F:20])[C:4]([F:7])([F:6])[F:5])[CH:10]=2)[NH:14]1. Procedure: To a solution of 5.9 g (19.7 mmol) of 1,1,1,3,3,3-hexafluoro-2-(2-methyl-2,3-dihydro-1H-indol-5-yl)-propan-2-ol in DMF were added 2.94 mL (19.7 mmol) of DBU and after 30 min 3.3 mL (19.7 mmol) of TESCl. After 10 hrs, additional 0.44 mL (3.0 mmol) of DBU and 1.65 mL (9.85 mmol) of TESCl were added and stirring was continued for 2 hrs. The solvent and excess TESCl were evaporated i.v. and the residue was distributed between Et2O and a saturated aqueous solution of NH4Cl. The combined organic phase...